From a dataset of the Open Reaction Database (ORD), a public repository of structured organic reaction records. describe an organic reaction: reactants, conditions, products, and yield Reactants: S([C@H]1[C@H](O)[C@@H](O)[C@@H](O)[C@H](O1)CO)C (methyl 1-thio-β-D-galactopyranoside), Cl[Si](C1=CC=CC=C1)(C1=CC=CC=C1)C(C)(C)C (chloro t-butyldiphenylsilane). The reagents and catalysts are CN(C)C=1C=CN=CC1 (DMAP). The solvent is ClCCCl (1,2-dichloroethane), ClCCl (dichloromethane). Yields the product [Si](C1=CC=CC=C1)(C1=CC=CC=C1)(C(C)(C)C)OC[C@@H]1[C@@H]([C@@H]([C@H]([C@H](SC)O1)O)O)O (Methyl 6-O-(t-butyldiphenylsilyl)-1-thio-β-D-galactopyranoside). Isolated yield 79.6%. Reaction SMILES: [S:1]([CH3:13])[C@@H:2]1[O:10][C@H:9]([CH2:11][OH:12])[C@H:7]([OH:8])[C@H:5]([OH:6])[C@H:3]1[OH:4].Cl[Si:15]([C:28]([CH3:31])([CH3:30])[CH3:29])([C:22]1[CH:27]=[CH:26][CH:25]=[CH:24][CH:23]=1)[C:16]1[CH:21]=[CH:20][CH:19]=[CH:18][CH:17]=1>CN(C1C=CN=CC=1)C.ClCCCl.ClCCl>[Si:15]([O:12][CH2:11][C@H:9]1[O:10][C@@H:2]([S:1][CH3:13])[C@H:3]([OH:4])[C@@H:5]([OH:6])[C@H:7]1[OH:8])([C:28]([CH3:31])([CH3:30])[CH3:29])([C:22]1[CH:23]=[CH:24][CH:25]=[CH:26][CH:27]=1)[C:16]1[CH:21]=[CH:20][CH:19]=[CH:18][CH:17]=1. Procedure: A mixture of methyl 1-thio-β-D-galactopyranoside (25) 5 g, 28 mmol), chloro t-butyldiphenylsilane (5.85 g, 21 mmol) and DMAP (2.63 g, 21 mmol) in dry 1,2-dichloroethane (130 mL) was left to stir at reflux for 2.5 h. The reaction mixture was cooled to room temperature, diluted with dichloromethane (200 mL) and washed with saturated sodium chloride solution (2×250 mL). The organic phase was dried over MgSO4 and subsequently evaporated to dryness to give methyl 6-O-(t-butyldiphenylsilyl)-1-thio-β-D... The reactants are CC(C)C(NC(=O)OC(C)(C)C)C(=O)O, ClCCl, CN1CCCCC1, CC(N)C(C)Oc1ccc([N+](=O)[O-])cc1, CC(C)COC(=O)Cl, O. Product: CC(C)C(NC(=O)OC(C)(C)C)C(=O)NC(C)C(C)Oc1ccc([N+](=O)[O-])cc1. As a reaction SMILES: [C:8]([CH3:9])([CH3:10])([CH3:11])[O:12][C:13](=[O:14])[NH:15][CH:16]([CH:17]([CH3:18])[CH3:19])[C:20](=[O:21])[OH:22].[CH2:46]([Cl:47])[Cl:48].[CH3:1][N:2]1[CH2:3][CH2:4][CH2:5][CH2:6][CH2:7]1.[CH3:31][CH:32]([CH:33]([CH3:34])[O:35][c:36]1[cH:37][cH:38][c:39]([N+:42](=[O:43])[O-:44])[cH:40][cH:41]1)[NH2:45].[Cl:23][C:24]([O:25][CH2:26][CH:27]([CH3:28])[CH3:29])=[O:30].[OH2:49]>>[C:8]([CH3:9])([CH3:10])([CH3:11])[O:12][C:13](=[O:14])[NH:15][CH:16]([CH:17]([CH3:18])[CH3:19])[C:20](=[O:22])[NH:45][CH:32]([CH3:31])[CH:33]([CH3:34])[O:35][c:36]1[cH:37][cH:38][c:39]([N+:42](=[O:43])[O-:44])[cH:40][cH:41]1. Starting materials: CCOC(=O)CBr, O=C([O-])[O-], CN(C)C=O, CCOC(C)=O, Cl, [K+], [K+], CCOC(=O)COc1ccc(N)cc1NC(=O)c1ccc(OCCCCc2ccccc2)cc1. The product is CCOC(=O)CNc1ccc(OCC(=O)OCC)c(NC(=O)c2ccc(OCCCCc3ccccc3)cc2)c1. Reaction SMILES: [Br:36][CH2:37][C:38](=[O:39])[O:40][CH2:41][CH3:42].[C:43](=[O:44])([O-:45])[O-:46].[CH3:49][N:50]([CH3:51])[CH:52]=[O:53].[CH3:54][CH2:55][O:56][C:57](=[O:58])[CH3:59].[ClH:1].[K+:47].[K+:48].[NH2:2][c:3]1[cH:4][c:5]([NH:16][C:17]([c:18]2[cH:19][cH:20][c:21]([O:24][CH2:25][CH2:26][CH2:27][CH2:28][c:29]3[cH:30][cH:31][cH:32][cH:33][cH:34]3)[cH:22][cH:23]2)=[O:35])[c:6]([O:7][CH2:8][C:9](=[O:10])[O:11][CH2:12][CH3:13])[cH:14][cH:15]1>>[NH:2]([c:3]1[cH:4][c:5]([NH:16][C:17]([c:18]2[cH:19][cH:20][c:21]([O:24][CH2:25][CH2:26][CH2:27][CH2:28][c:29]3[cH:30][cH:31][cH:32][cH:33][cH:34]3)[cH:22][cH:23]2)=[O:35])[c:6]([O:7][CH2:8][C:9](=[O:10])[O:11][CH2:12][CH3:13])[cH:14][cH:15]1)[CH2:37][C:38](=[O:39])[O:40][CH2:41][CH3:42].